This data is from the Open Reaction Database (ORD), a public repository of structured organic reaction records. The task is: describe an organic reaction: reactants, conditions, products, and yield Isolated yield 86.4%. Yields the product COC(CCN1C(NC2=C1C=CC=C2)=O)=O (3-(2-Oxo-2,3-dihydro-benzimidazol-1-yl)-propionic acid methyl ester). Reported procedure: To a stirred solution of 3-(3-Isopropenyl-2-oxo-2,3-dihydro-benzimidazol-1-yl)-propionic acid methyl ester (4.8 g, 18.4 mmol) in ethanol (30 ml) and water (30 ml) was added 37% hydrochloric acid (24 ml). The resulting solution was warmed to 60° C. for twenty minutes and cooled. The reaction was diluted with dichloromethane and water. The layers were separated and the organic phase was dried (Na2SO4), filtered and concentrated to give 3.5 g (86%) of the desired product as an oil which solidified ... Conditions: temperature 60 celsius. Reaction SMILES: [CH3:1][O:2][C:3](=[O:19])[CH2:4][CH2:5][N:6]1[C:10]2[CH:11]=[CH:12][CH:13]=[CH:14][C:9]=2[N:8](C(C)=C)[C:7]1=[O:18].Cl>C(O)C.O.ClCCl>[CH3:1][O:2][C:3](=[O:19])[CH2:4][CH2:5][N:6]1[C:10]2[CH:11]=[CH:12][CH:13]=[CH:14][C:9]=2[NH:8][C:7]1=[O:18]. Reactants: COC(CCN1C(N(C2=C1C=CC=C2)C(=C)C)=O)=O (3-(3-Isopropenyl-2-oxo-2,3-dihydro-benzimidazol-1-yl)-propionic acid methyl ester), Cl (hydrochloric acid). Run in C(C)O (ethanol), O (water), ClCCl (dichloromethane), O (water). The reactants are [N+](=O)([O-])C1=CC=C(C=C1)CCN(C)CCCOC1=NSC(=N1)C1=CC=CC=C1 (3-(3-[N-(2-(4-nitrophenyl)-ethyl)-N-methylamino]-propyloxy)-5-phenyl-1,2,4-thiadiazole), [H][H] (hydrogen), [H][H] (hydrogen). Reagents/catalysts: [Ni] (Raney nickel). Run in C(C)O (ethanol), CO (methanol). Product: NC1=CC=C(C=C1)CCN(C)CCCOC1=NSC(=N1)C1=CC=CC=C1 (3-(3-[N-(2-(4-Aminophenyl)-ethyl)-N-methylamino]-propyloxy)-5-phenyl-1,2,4-thiadiazole). Yield: 56.6%. Reaction SMILES: [N+:1]([C:4]1[CH:9]=[CH:8][C:7]([CH2:10][CH2:11][N:12]([CH2:14][CH2:15][CH2:16][O:17][C:18]2[N:22]=[C:21]([C:23]3[CH:28]=[CH:27][CH:26]=[CH:25][CH:24]=3)[S:20][N:19]=2)[CH3:13])=[CH:6][CH:5]=1)([O-])=O.[H][H]>C(O)C.CO.[Ni]>[NH2:1][C:4]1[CH:5]=[CH:6][C:7]([CH2:10][CH2:11][N:12]([CH2:14][CH2:15][CH2:16][O:17][C:18]2[N:22]=[C:21]([C:23]3[CH:28]=[CH:27][CH:26]=[CH:25][CH:24]=3)[S:20][N:19]=2)[CH3:13])=[CH:8][CH:9]=1. Reported procedure: 2.1 g of 3-(3-[N-(2-(4-nitrophenyl)-ethyl)-N-methylamino]-propyloxy)-5-phenyl-1,2,4-thiadiazole (for) preparation, see Example 8)), were dissolved in a mixture of 75 ml ethanol and 75 ml methanol and reacted with a catalytic quantity of Raney nickel. The reaction mixture was then hydrogenated for 2.5 hours at room temperature with hydrogen at a hydrogen pressure of 5 bars. The catalyst was filtered off and the filtrate concentrated to dryness. The oily crude title compound obtained was purified ... Starting materials: CCCc1c(OCCCOc2c(C(C)=O)ccc(OCCCC(=O)OCC)c2CCC)ccc(C(C)=O)c1O, CO, [Na+], [OH-]. Product: CCCc1c(OCCCOc2c(C(C)=O)ccc(OCCCC(=O)O)c2CCC)ccc(C(C)=O)c1O. Reaction SMILES: [CH2:1]([CH3:2])[O:3][C:4]([CH2:5][CH2:6][CH2:7][O:8][c:9]1[c:10]([CH2:36][CH2:37][CH3:38])[c:11]([O:18][CH2:19][CH2:20][CH2:21][O:22][c:23]2[c:24]([CH2:33][CH2:34][CH3:35])[c:25]([OH:32])[c:26]([C:29]([CH3:30])=[O:31])[cH:27][cH:28]2)[c:12]([C:15]([CH3:16])=[O:17])[cH:13][cH:14]1)=[O:39].[CH3:40][OH:41].[Na+:43].[OH-:42]>>[O:3]=[C:4]([CH2:5][CH2:6][CH2:7][O:8][c:9]1[c:10]([CH2:36][CH2:37][CH3:38])[c:11]([O:18][CH2:19][CH2:20][CH2:21][O:22][c:23]2[c:24]([CH2:33][CH2:34][CH3:35])[c:25]([OH:32])[c:26]([C:29]([CH3:30])=[O:31])[cH:27][cH:28]2)[c:12]([C:15]([CH3:16])=[O:17])[cH:13][cH:14]1)[OH:39].